This data is from the Open Reaction Database (ORD), a public repository of structured organic reaction records. The task is: describe an organic reaction: reactants, conditions, products, and yield Reactants: CO, COC(=O)C1OC1c1ccc(OC)cc1, N. Product: COc1ccc(C2OC2C(N)=O)cc1. As a reaction SMILES: [CH3:17][OH:18].[CH3:1][O:2][C:3]([CH:4]1[CH:5]([c:7]2[cH:8][cH:9][c:10]([O:13][CH3:14])[cH:11][cH:12]2)[O:6]1)=[O:15].[NH3:16]>>[O:2]=[C:3]([CH:4]1[CH:5]([c:7]2[cH:8][cH:9][c:10]([O:13][CH3:14])[cH:11][cH:12]2)[O:6]1)[NH2:16].